This data is from the Open Reaction Database (ORD), a public repository of structured organic reaction records. The task is: describe an organic reaction: reactants, conditions, products, and yield The reactants are ClCCCl, CCc1nc2c(cnn2CC)c(NC2CCOCC2)c1CNS(=O)(=O)c1cc(C(=O)O)c(Cl)cc1F, ClCCl, CC1CN(Cc2cccc(-c3cc(CN)ccc3F)c2)CCN1C(=O)OC(C)(C)C, On1nnc2ccccc21. Yields the product CCc1nc2c(cnn2CC)c(NC2CCOCC2)c1CNS(=O)(=O)c1cc(C(=O)NCc2ccc(F)c(-c3cccc(CN4CCN(C(=O)OC(C)(C)C)C(C)C4)c3)c2)c(Cl)cc1F. RXN SMILES: [CH2:77]([Cl:78])[CH2:79][Cl:80].[Cl:1][c:2]1[c:3]([C:4](=[O:5])[OH:6])[cH:7][c:8]([S:12](=[O:13])(=[O:14])[NH:15][CH2:16][c:17]2[c:18]([NH:30][CH:31]3[CH2:32][CH2:33][O:34][CH2:35][CH2:36]3)[c:19]3[c:20]([n:21][c:22]2[CH2:23][CH3:24])[n:25]([CH2:28][CH3:29])[n:26][cH:27]3)[c:9]([F:11])[cH:10]1.[Cl:81][CH2:82][Cl:83].[NH2:37][CH2:38][c:39]1[cH:40][cH:41][c:42]([F:66])[c:43](-[c:45]2[cH:46][c:47]([CH2:51][N:52]3[CH2:53][CH:54]([CH3:65])[N:55]([C:58](=[O:59])[O:60][C:61]([CH3:62])([CH3:63])[CH3:64])[CH2:56][CH2:57]3)[cH:48][cH:49][cH:50]2)[cH:44]1.[OH:67][n:68]1[c:69]2[c:70]([cH:71][cH:72][cH:73][cH:74]2)[n:75][n:76]1>>[Cl:1][c:2]1[c:3]([C:4](=[O:5])[NH:37][CH2:38][c:39]2[cH:40][cH:41][c:42]([F:66])[c:43](-[c:45]3[cH:46][c:47]([CH2:51][N:52]4[CH2:53][CH:54]([CH3:65])[N:55]([C:58](=[O:59])[O:60][C:61]([CH3:62])([CH3:63])[CH3:64])[CH2:56][CH2:57]4)[cH:48][cH:49][cH:50]3)[cH:44]2)[cH:7][c:8]([S:12](=[O:13])(=[O:14])[NH:15][CH2:16][c:17]2[c:18]([NH:30][CH:31]3[CH2:32][CH2:33][O:34][CH2:35][CH2:36]3)[c:19]3[c:20]([n:21][c:22]2[CH2:23][CH3:24])[n:25]([CH2:28][CH3:29])[n:26][cH:27]3)[c:9]([F:11])[cH:10]1. Reactants: CN (monomethylamine), Cl.ClCC1=NCC(C2=CC=CC=C12)C1=CC=CC=C1 (1-chloromethyl-3,4-dihydro-4-phenylisoquinoline hydrochloride). Reagents/catalysts: [Pd] (Pd/C). Run in CO (methanol). The product is Cl.Cl.CNC[C@@H]1NC[C@@H](C2=CC=CC=C12)C1=CC=CC=C1 (cis-1,2,3,4-tetrahydro-1-methylaminomethyl-4-phenyl-isoquinoline dihydrochloride). Reaction SMILES: [CH3:1][NH2:2].[ClH:3].[Cl:4][CH2:5][C:6]1[C:15]2[C:10](=[CH:11][CH:12]=[CH:13][CH:14]=2)[CH:9]([C:16]2[CH:21]=[CH:20][CH:19]=[CH:18][CH:17]=2)[CH2:8][N:7]=1>[Pd].CO>[ClH:4].[ClH:3].[CH3:1][NH:2][CH2:5][C@H:6]1[C:15]2[C:10](=[CH:11][CH:12]=[CH:13][CH:14]=2)[C@@H:9]([C:16]2[CH:21]=[CH:20][CH:19]=[CH:18][CH:17]=2)[CH2:8][NH:7]1 |f:1.2,5.6.7|. Reported procedure: To a stirred solution of methanol (1 liter) and monomethylamine (300 ml) maintained under nitrogen and cooled in an ice bath was added portionwise 1-chloromethyl-3,4-dihydro-4-phenylisoquinoline hydrochloride (83.0 g, 0.28 m) and the mixture heated to reflux (ca 50°-55°) for 2 hours. After cooling, the solution was poured into a pressure bottle and hydrogenated on a Parr apparatus over 5% Pd/C catalyst (5.0 g) at 40 psi for 16 hours. The catalyst was removed by filtration and the solvent evapora... Reactants: ice water, C(C)OCC (ethyl ether), Br.BrCC=1C=NC=CC1 (3-bromomethylpyridine hydrobromide), FC=1C=C2C=C(NC2=CC1)C(=O)OCC (ethyl 5-fluoro-1H-indole-2-carboxylate), [H-].[Na+] (sodium hydride), Br.BrCC=1C=NC=CC1 (3-bromomethylpyridine hydrobromide), [H-].[Na+] (sodium hydride). Run in CN(C=O)C (dimethylformamide), CN(C=O)C (dimethylformamide). Reaction conditions: temperature 0 celsius, time 30 minute. The product is FC=1C=C2C=C(N(C2=CC1)CC=1C=NC=CC1)C(=O)OCC (Ethyl 5-fluoro-1-[(pyrid-3-yl)methyl]-1H-indole-2-carboxylate). Isolated yield 35.4%. Reaction SMILES: [F:1][C:2]1[CH:3]=[C:4]2[C:8](=[CH:9][CH:10]=1)[NH:7][C:6]([C:11]([O:13][CH2:14][CH3:15])=[O:12])=[CH:5]2.[H-].[Na+].Br.Br[CH2:20][C:21]1[CH:22]=[N:23][CH:24]=[CH:25][CH:26]=1.C(OCC)C>CN(C)C=O>[F:1][C:2]1[CH:3]=[C:4]2[C:8](=[CH:9][CH:10]=1)[N:7]([CH2:20][C:21]1[CH:22]=[N:23][CH:24]=[CH:25][CH:26]=1)[C:6]([C:11]([O:13][CH2:14][CH3:15])=[O:12])=[CH:5]2 |f:1.2,3.4|. Procedure: A solution of 1 g (4.73 mmol) of ethyl 5-fluoro-1H-indole-2-carboxylate is added dropwise to a suspension of 0.38 g (9.45 mmol) of 60% sodium hydride in 10 ml of dimethylformamide, stirred at 0° C. under argon. The mixture is stirred for 30 minutes at 0° C. and then for 30 minutes at 20° C. The reaction mixture is cooled and 1.24 g (4.8 mmol) of 3-bromomethylpyridine hydrobromide are added portionwise. The mixture is stirred for 30 minutes at 0° C. and then for 30 minutes at 20° C. The reaction ... Reactants: N#N (N2), CC=1OC(=C(N1)C(=O)O)C=1C=C(C=CC1)C (2-methyl-5-m-tolyl-oxazole-4-carboxylic acid), C(C(=O)Cl)(=O)Cl (oxalyl chloride), CN(C)C=O (DMF). The solvent is C1(=CC=CC=C1)C (toluene). Run at time 1 hour. The product is CC=1OC(=C(N1)C(=O)Cl)C=1C=C(C=CC1)C (2-methyl-5-m-tolyl-oxazole-4-carbonyl chloride). Reaction SMILES: N#N.[CH3:3][C:4]1[O:5][C:6]([C:12]2[CH:13]=[C:14]([CH3:18])[CH:15]=[CH:16][CH:17]=2)=[C:7]([C:9](O)=[O:10])[N:8]=1.CN(C=O)C.C(Cl)(=O)C([Cl:27])=O>C1(C)C=CC=CC=1>[CH3:3][C:4]1[O:5][C:6]([C:12]2[CH:13]=[C:14]([CH3:18])[CH:15]=[CH:16][CH:17]=2)=[C:7]([C:9]([Cl:27])=[O:10])[N:8]=1. Reported procedure: In a flame dried round-bottomed flask equipped with a magnetic stir bar and under inert atmosphere (N2), a suspension of 2-methyl-5-m-tolyl-oxazole-4-carboxylic acid (74 mg, 0.34 mmol) in toluene (2.0 mL) was treated with a drop of DMF followed by oxalyl chloride (0.10 mL, 1.18 mmol) and the resulting yellow solution was stirred at rt for 1 h. The solvent was then removed under reduced pressure (coevaporation with toluene) to give 2-methyl-5-m-tolyl-oxazole-4-carbonyl chloride. The reactants are S(=S)(=O)([O-])[O-].[Na+].[Na+] (sodium thiosulfate), C(CCC)OCCOC1=CC=C(C=C1)C=1C=CC2=C(C=C(CCN2CCC)C(=O)NC2=CC=C(C=C2)SCC2=NN=CN2C)C1 (7-[4-(2-butoxyethoxy)phenyl]-N-[4-(4-methyl-4H-1,2,4-triazol-3-ylmethylthio)phenyl]-1-propyl-2,3-dihydro-1H-1-benzazepine-4-carboxamide), ClC1=CC(=CC=C1)C(=O)OO (3-chloroperbenzoic acid). Solvent: ClCCl (dichloromethane), ClCCl (dichloromethane). Reaction conditions: temperature -78 celsius, time 1 hour. The product is C(CCC)OCCOC1=CC=C(C=C1)C=1C=CC2=C(C=C(CCN2CCC)C(=O)NC2=CC=C(C=C2)S(=O)CC2=NN=CN2C)C1 (7-[4-(2-butoxyethoxy)phenyl]-N-[4-(4-methyl-4H-1,2,4-triazol-3-ylmethylsulfinyl)phenyl]-1-propyl-2,3-dihydro-1H-1-benzazepine-4-carboxamide). Isolated yield 85416.3%. As a reaction SMILES: [CH2:1]([O:5][CH2:6][CH2:7][O:8][C:9]1[CH:14]=[CH:13][C:12]([C:15]2[CH:16]=[CH:17][C:18]3[N:24]([CH2:25][CH2:26][CH3:27])[CH2:23][CH2:22][C:21]([C:28]([NH:30][C:31]4[CH:36]=[CH:35][C:34]([S:37][CH2:38][C:39]5[N:43]([CH3:44])[CH:42]=[N:41][N:40]=5)=[CH:33][CH:32]=4)=[O:29])=[CH:20][C:19]=3[CH:45]=2)=[CH:11][CH:10]=1)[CH2:2][CH2:3][CH3:4].ClC1C=CC=C(C(OO)=[O:54])C=1.S([O-])([O-])(=O)=S.[Na+].[Na+]>ClCCl>[CH2:1]([O:5][CH2:6][CH2:7][O:8][C:9]1[CH:10]=[CH:11][C:12]([C:15]2[CH:16]=[CH:17][C:18]3[N:24]([CH2:25][CH2:26][CH3:27])[CH2:23][CH2:22][C:21]([C:28]([NH:30][C:31]4[CH:32]=[CH:33][C:34]([S:37]([CH2:38][C:39]5[N:43]([CH3:44])[CH:42]=[N:41][N:40]=5)=[O:54])=[CH:35][CH:36]=4)=[O:29])=[CH:20][C:19]=3[CH:45]=2)=[CH:13][CH:14]=1)[CH2:2][CH2:3][CH3:4] |f:2.3.4|. Procedure: To a solution of 7-[4-(2-butoxyethoxy)phenyl]-N-[4-(4-methyl-4H-1,2,4-triazol-3-ylmethylthio)phenyl]-1-propyl-2,3-dihydro-1H-1-benzazepine-4-carboxamide (0.70 mg) in dichloromethane (20 ml) was added dropwise a solution of 3-chloroperbenzoic acid (70%, 0.41 g) in dichloromethane (5 ml) at −78° C. The mixture was stirred for 1 hour at −78° C., and to the reaction solution was added sodium thiosulfate solution at room temperature and the mixture was stirred for several minutes. The mixture was ext... Starting materials: CC(C)(C)OC(=O)N1CCN(S(=O)(=O)CCCCl)CC1, O=C([O-])[O-], C1COCCN1, CC#N, [I-], [K+], [K+], [K+]. Yields the product CC(C)(C)OC(=O)N1CCN(S(=O)(=O)CCCN2CCOCC2)CC1. As a reaction SMILES: [C:1]([CH3:2])([CH3:3])([CH3:4])[O:5][C:6](=[O:7])[N:8]1[CH2:9][CH2:10][N:11]([S:14](=[O:15])(=[O:16])[CH2:17][CH2:18][CH2:19][Cl:20])[CH2:12][CH2:13]1.[C:27](=[O:28])([O-:29])[O-:30].[CH2:21]1[CH2:22][O:23][CH2:24][CH2:25][NH:26]1.[CH3:35][C:36]#[N:37].[I-:34].[K+:31].[K+:32].[K+:33]>>[C:1]([CH3:2])([CH3:3])([CH3:4])[O:5][C:6](=[O:7])[N:8]1[CH2:9][CH2:10][N:11]([S:14](=[O:15])(=[O:16])[CH2:17][CH2:18][CH2:19][N:26]2[CH2:21][CH2:22][O:23][CH2:24][CH2:25]2)[CH2:12][CH2:13]1. The reactants are CCO, CCCC(C(=O)OC)c1c(C)nc2c(nc(C)n2C)c1-c1ccc(C)cc1, CO, [Na+], [OH-]. Yields the product CCCC(C(=O)O)c1c(C)nc2c(nc(C)n2C)c1-c1ccc(C)cc1. As a reaction SMILES: [CH2:30]([OH:31])[CH3:32].[CH3:1][c:2]1[n:3][c:4]2[c:5]([n:6][c:7]([CH3:25])[c:8]([CH:17]([C:18](=[O:19])[O:20][CH3:21])[CH2:22][CH2:23][CH3:24])[c:9]2-[c:10]2[cH:11][cH:12][c:13]([CH3:16])[cH:14][cH:15]2)[n:26]1[CH3:27].[CH3:33][OH:34].[Na+:29].[OH-:28]>>[CH3:1][c:2]1[n:3][c:4]2[c:5]([n:6][c:7]([CH3:25])[c:8]([CH:17]([C:18](=[O:19])[OH:20])[CH2:22][CH2:23][CH3:24])[c:9]2-[c:10]2[cH:11][cH:12][c:13]([CH3:16])[cH:14][cH:15]2)[n:26]1[CH3:27]. Reactants: C(C)(C)(C)OC(N(C=1S[C@@H]2[C@H](N1)[C@H]([C@@H]([C@H](O2)CO)OCC2=CC=C(C=C2)OC)OCC2=CC=C(C=C2)OC)CCOCC2=CC=CC=C2)=O (tert-butyl-2-(benzyloxy)ethyl((3aR,5R,6S,7R,7aR)-5-(hydroxymethyl)-6,7-bis(4-methoxybenzyloxy)-5,6,7,7a-tetrahydro-3aH-pyrano[3,2-d]thiazol-2-yl)carbamate), KHCO3, CC1(CCCC(N1[O])(C)C)C (TEMPO), C1CC(=O)N(C1=O)Br (NBS), 135, C[Mg+].[Br-] (MeMgBr). Reagents/catalysts: CCCC[N+](CCCC)(CCCC)CCCC.[Br-] (TBAB). Solvent: O (water), C1CCOC1 (THF), ClCCl (dichloromethane), O (H2O), C1CCOC1 (THF). Conditions: time 30 minute. Yields the product C(C1=CC=CC=C1)OCCN(C(OC(C)(C)C)=O)C=1S[C@@H]2[C@H](N1)[C@H]([C@@H]([C@H](O2)[C@H](C)O)OCC2=CC=C(C=C2)OC)OCC2=CC=C(C=C2)OC (tert-butyl 2-(benzyloxy)ethyl((3aR,5R,6S,7R,7aR)-5-((S)-1-hydroxyethyl)-6,7-bis(4-methoxybenzyloxy)-5,6,7,7a-tetrahydro-3aH-pyrano[3,2-d]thiazol-2-yl)carbamate). As a reaction SMILES: [C:1]([O:5][C:6](=[O:49])[N:7]([CH2:39][CH2:40][O:41][CH2:42][C:43]1[CH:48]=[CH:47][CH:46]=[CH:45][CH:44]=1)[C:8]1[S:9][C@H:10]2[O:16][C@H:15]([CH2:17][OH:18])[C@@H:14]([O:19][CH2:20][C:21]3[CH:26]=[CH:25][C:24]([O:27][CH3:28])=[CH:23][CH:22]=3)[C@H:13]([O:29][CH2:30][C:31]3[CH:36]=[CH:35][C:34]([O:37][CH3:38])=[CH:33][CH:32]=3)[C@H:11]2[N:12]=1)([CH3:4])([CH3:3])[CH3:2].[CH3:50]C1(C)N([O])C(C)(C)CCC1.C1C(=O)N(Br)C(=O)C1.C[Mg+].[Br-]>CCCC[N+](CCCC)(CCCC)CCCC.[Br-].ClCCl.O.C1COCC1>[CH2:42]([O:41][CH2:40][CH2:39][N:7]([C:8]1[S:9][C@H:10]2[O:16][C@H:15]([C@@H:17]([OH:18])[CH3:50])[C@@H:14]([O:19][CH2:20][C:21]3[CH:22]=[CH:23][C:24]([O:27][CH3:28])=[CH:25][CH:26]=3)[C@H:13]([O:29][CH2:30][C:31]3[CH:32]=[CH:33][C:34]([O:37][CH3:38])=[CH:35][CH:36]=3)[C@H:11]2[N:12]=1)[C:6](=[O:49])[O:5][C:1]([CH3:4])([CH3:2])[CH3:3])[C:43]1[CH:48]=[CH:47][CH:46]=[CH:45][CH:44]=1 |f:3.4,5.6,^1:53|. Procedure details: To a solution of 134 (1.5 g, 2.2 mmol), KHCO3 (970 mg, 9.7 mmol), TBAB (70 mg, 0.2 mmol), TEMPO (31 mg, 0.2 mmol) in dichloromethane (50 mL) and H2O (10 mL) was added NBS (423 mg, 2.4 mmol) at 0° C. After stirred for 30 minutes at room temperature, the reaction was diluted with water (50 mL) and the aqueous layer was extracted with dichloromethane (2×30 mL). The combined organic layers was dried over anhydrous sodium sulfate, and concentrated under vacuum to give crude 135, which was dissolved i... Reactants: CC=1C=C(C=CC1C)N1N=C(C=C1)N (1-(3,4-dimethylphenyl)-1H-pyrazol-3-amine), N1=CC=CC=C1 (pyridine), ClC=1C=CC(=C(C(=O)Cl)C1)[N+](=O)[O-] (5-chloro-2-nitrobenzoyl chloride). The solvent is ClCCl (dichloromethane). Conditions: time 2 hour. Product: ClC=1C=CC(=C(C(=O)NC2=NN(C=C2)C2=CC(=C(C=C2)C)C)C1)[N+](=O)[O-] (5-chloro-N-(1-(3,4-dimethylphenyl)-1H-pyrazol-3-yl)-2-nitrobenzamide). As a reaction SMILES: [CH3:1][C:2]1[CH:3]=[C:4]([N:9]2[CH:13]=[CH:12][C:11]([NH2:14])=[N:10]2)[CH:5]=[CH:6][C:7]=1[CH3:8].N1C=CC=CC=1.[Cl:21][C:22]1[CH:23]=[CH:24][C:25]([N+:31]([O-:33])=[O:32])=[C:26]([CH:30]=1)[C:27](Cl)=[O:28]>ClCCl>[Cl:21][C:22]1[CH:23]=[CH:24][C:25]([N+:31]([O-:33])=[O:32])=[C:26]([CH:30]=1)[C:27]([NH:14][C:11]1[CH:12]=[CH:13][N:9]([C:4]2[CH:5]=[CH:6][C:7]([CH3:8])=[C:2]([CH3:1])[CH:3]=2)[N:10]=1)=[O:28]. Procedure: Into a 100-mL round bottom flask, was placed a solution of 1-(3,4-dimethylphenyl)-1H-pyrazol-3-amine (408 mg, 2.18 mmol, 1.00 equiv) in dichloromethane (10 mL), pyridine (518 mg, 6.56 mmol, 3.00 equiv), and 5-chloro-2-nitrobenzoyl chloride (575 mg, 2.61 mmol, 1.00 equiv). The resulting solution was stirred for 2 h at room temperature. The resulting mixture was concentrated under vacuum. The solution was adjusted to pH 7 with hydrochloric acid (1 mol/L). The resulting solution was extracted with ...